This data is from the Open Reaction Database (ORD), a public repository of structured organic reaction records. The task is: describe an organic reaction: reactants, conditions, products, and yield Starting materials: SCCCS, O=Cc1ccccc1, ClC(Cl)Cl, Cl. The product is c1ccc(C2SCCCS2)cc1. As a reaction SMILES: [CH2:1]([CH2:2][CH2:3][SH:4])[SH:5].[CH:6](=[O:7])[c:8]1[cH:9][cH:10][cH:11][cH:12][cH:13]1.[Cl:15][CH:16]([Cl:17])[Cl:18].[ClH:14]>>[CH2:1]1[CH2:2][CH2:3][S:4][CH:6]([c:8]2[cH:9][cH:10][cH:11][cH:12][cH:13]2)[S:5]1. Starting materials: B(Br)(Br)Br (boron tribromide), ClCC(=O)NC1=C(C=CC(=C1)OC)OC (2-Chloro-N-(2,5-dimethoxy-phenyl)-acetamide), O (Water). The solvent is ClCCl (dichloromethane). Run at time 8 hour. The product is ClCC(=O)NC1=C(C=CC(=C1)O)O (2-Chloro-N-(2,5-dihydroxy-phenyl)-acetamide). RXN SMILES: [Cl:1][CH2:2][C:3]([NH:5][C:6]1[CH:11]=[C:10]([O:12]C)[CH:9]=[CH:8][C:7]=1[O:14]C)=[O:4].B(Br)(Br)Br.O>ClCCl>[Cl:1][CH2:2][C:3]([NH:5][C:6]1[CH:11]=[C:10]([OH:12])[CH:9]=[CH:8][C:7]=1[OH:14])=[O:4]. Procedure details: Compound 46 (5 g, 21.7 mmol) was dissolved in dichloromethane followed by the dropwise addition of boron tribromide (1M solution in dichloromethane, 84 ml, 84 mmol) at 0° C. The reaction mixture was left at 4° C. overnight. Water (100 ml) was added carefully to destroy excess boron tribromide. The solid precipitation was filtered off to yield brownish pure compound. Yield=4.15 g. (94%). 1H NMR (dmso-d6): 9.29 (s, 1H), 9.20 (s, 1H), 8.77 (s, 1H), 7.46 (d, 1H, J=3.02 Hz), 6.65 (d, 1H, J=8.89 Hz), ...